Dataset: the Open Reaction Database (ORD), a public repository of structured organic reaction records. Task: describe an organic reaction: reactants, conditions, products, and yield Reactants: C=CC(=O)Cl, CCCCCCCCCCCCCCCCO, c1ccccc1. Product: C=CC(=O)OCCCCCCCCCCCCCCCC. RXN SMILES: [C:18]([CH:19]=[CH2:20])(=[O:21])[Cl:22].[CH2:1]([CH2:2][CH2:3][CH2:4][CH2:5][CH2:6][CH2:7][CH2:8][CH2:9][CH2:10][CH2:11][CH2:12][CH2:13][CH2:14][CH2:15][CH3:16])[OH:17].[cH:23]1[cH:24][cH:25][cH:26][cH:27][cH:28]1>>[CH2:1]([CH2:2][CH2:3][CH2:4][CH2:5][CH2:6][CH2:7][CH2:8][CH2:9][CH2:10][CH2:11][CH2:12][CH2:13][CH2:14][CH2:15][CH3:16])[O:17][C:18]([CH:19]=[CH2:20])=[O:21]. Reactants: C(C)OC(=O)C1=CC=C(O1)CC(C(=O)OC(C)(C)C)C(C)=O (tert-butyl 2-{5-(ethoxycarbonyl)-2-furylmethyl}-3-oxobutanoate), O (water). The solvent is O1CCCC1 (tetrahydrofuran), C(C)(CC)[BH-](C(C)CC)C(C)CC.[Li+] (lithium tri-sec-butylborohydride), O1CCCC1 (tetrahydrofuran). Product: C(C)OC(=O)C1=CC=C(O1)CC(C(=O)OC(C)(C)C)C(C)O (tert-butyl (2RS,3SR)-2-{5-(ethoxycarbonyl)-2-furylmethyl}-3-hydroxybutanoate). The yield is 72.5%. RXN SMILES: [CH2:1]([O:3][C:4]([C:6]1[O:10][C:9]([CH2:11][CH:12]([C:20](=[O:22])[CH3:21])[C:13]([O:15][C:16]([CH3:19])([CH3:18])[CH3:17])=[O:14])=[CH:8][CH:7]=1)=[O:5])[CH3:2].O>O1CCCC1.C([BH-](C(CC)C)C(CC)C)(CC)C.[Li+]>[CH2:1]([O:3][C:4]([C:6]1[O:10][C:9]([CH2:11][CH:12]([CH:20]([OH:22])[CH3:21])[C:13]([O:15][C:16]([CH3:18])([CH3:17])[CH3:19])=[O:14])=[CH:8][CH:7]=1)=[O:5])[CH3:2] |f:3.4|. Reported procedure: To 2.26 g of tert-butyl 2-{5-(ethoxycarbonyl)-2-furylmethyl}-3-oxobutanoate in 50 ml of tetrahydrofuran, 7.7 ml of 1M lithium tri-sec-butylborohydride in tetrahydrofuran solution was added at -78° C. under stirring, and the resulting reaction solution was stirred at the same temperature for 2 hours. After addition of water, the reaction solution was stirred at room temperature for 30 minutes and extracted with ethyl acetate. The organic layer was washed with saturated aqueous sodium chloride and... Starting materials: C(C)OC(C(C#N)=COCC)=O (ethoxymethylenecyanoacetic acid ethyl ester), FC1(OC2=C(O1)C=CC=C2)F (2,2-difluoro-1,3-benzodioxole), CN(C)CCN(C)C (TMEDA), C(CCC)[Li] (n-butyllithium). Yields the product C(C)OC(\C(=C\C1=CC=CC=2OC(OC21)(F)F)\C#N)=O ((E)-2-cyano-3-(2,2-difluoro-1,3-benzodioxol-4-yl)-2-propenoic acid ethyl ester). Procedure details: 40.0 g (253 mmol) of 2,2-difluoro-1,3-benzodioxole in 29.5 g (254 mmol) of TMEDA and 35 ml of toluene are metallated analogously to Example 2c) at from -15° to -10° C. with 106.2 g (307 mmol) of n-butyllithium solution (18.5% in toluene). 52.1 g (308 mmol) of ethoxymethylenecyanoacetic acid ethyl ester in 115 ml of toluene are added to the reaction mixture at from -15° to -10° C. over a period of 2 hours. The resulting suspension is poured, after 20 minutes at +10° C., into 350 ml of water, the ... Reaction SMILES: [F:1][C:2]1([F:11])[O:6][C:5]2[CH:7]=[CH:8][CH:9]=[CH:10][C:4]=2[O:3]1.CN(CCN(C)C)C.C([Li])CCC.[CH2:25]([O:27][C:28](=[O:36])[C:29](=[CH:32]OCC)[C:30]#[N:31])[CH3:26]>C1(C)C=CC=CC=1.O>[CH2:25]([O:27][C:28](=[O:36])/[C:29](/[C:30]#[N:31])=[CH:32]/[C:10]1[C:4]2[O:3][C:2]([F:1])([F:11])[O:6][C:5]=2[CH:7]=[CH:8][CH:9]=1)[CH3:26]. Run in C1(=CC=CC=C1)C (toluene), C1(=CC=CC=C1)C (toluene), O (water). The reactants are C(C)OCC=1N(C2=C(C=NC=3C=CC=CC23)N1)N (2-ethoxymethyl-1H-imidazo[4,5-c]quinolin-1-amine), CCC(CC)=O (3-pentanone), C(Cl)(Cl)Cl (CHCl3), CO (MeOH). Reagents/catalysts: C1(=CC=C(C=C1)S(=O)(=O)[O-])C.[NH+]1=CC=CC=C1 (pyridinium p-toluenesulfonate). Run in C1(=CC=CC=C1)C (toluene), C(C)(C)O (isopropanol). Reaction conditions: time 7 day. Product: C(C)OCC=1N(C2=C(C=NC=3C=CC=CC23)N1)N=C(CC)CC (N-(2-ethoxymethyl-1H-imidazo[4,5-c]quinolin-1-yl)(1-ethylpropylidene)amine). The yield is 92.6%. RXN SMILES: [CH2:1]([O:3][CH2:4][C:5]1[N:6]([NH2:18])[C:7]2[C:16]3[CH:15]=[CH:14][CH:13]=[CH:12][C:11]=3[N:10]=[CH:9][C:8]=2[N:17]=1)[CH3:2].[CH3:19][CH2:20][C:21](=O)[CH2:22][CH3:23].C(Cl)(Cl)Cl.CO>C1(C)C=CC=CC=1.C(O)(C)C.C1(C)C=CC(S([O-])(=O)=O)=CC=1.[NH+]1C=CC=CC=1>[CH2:1]([O:3][CH2:4][C:5]1[N:6]([N:18]=[C:21]([CH2:22][CH3:23])[CH2:20][CH3:19])[C:7]2[C:16]3[CH:15]=[CH:14][CH:13]=[CH:12][C:11]=3[N:10]=[CH:9][C:8]=2[N:17]=1)[CH3:2] |f:6.7|. Reported procedure: A solution of 2-ethoxymethyl-1H-imidazo[4,5-c]quinolin-1-amine (1.50 g, 6.19 mmol) in 20 mL of toluene and 5 mL of isopropanol was treated with 3-pentanone (5.00 mL, 47.2 mmol) and pyridinium p-toluenesulfonate (0.015 g, 0.062 mmol) and the reaction mixture was heated to reflux under an atmosphere of nitrogen. After 7 d, the reaction mixture was concentrated under reduced pressure, dissolved in CHCl3, washed with water (2×) and brine, dried over Na2SO4, filtered and concentrated under reduced pr... Starting materials: C1CCOC1, CN, N#Cc1ccc(F)c([N+](=O)[O-])c1. The product is CNc1ccc(C#N)cc1[N+](=O)[O-]. RXN SMILES: [CH2:15]1[O:16][CH2:17][CH2:18][CH2:19]1.[CH3:13][NH2:14].[F:1][c:2]1[c:3]([N+:10](=[O:11])[O-:12])[cH:4][c:5]([C:6]#[N:7])[cH:8][cH:9]1>>[c:2]1([NH:14][CH3:13])[c:3]([N+:10](=[O:11])[O-:12])[cH:4][c:5]([C:6]#[N:7])[cH:8][cH:9]1. Reactants: FC1=CC=C(N)C=C1 (4-fluoroaniline), ClCC(=O)Cl (Chloroacetyl chloride), O (water). Run in C1(=CC=CC=C1)C (toluene). Run at time 1 hour. Yields the product ClCC(=O)NC1=CC=C(C=C1)F (2-Chloro-N-(4-fluorophenyl)acetamide). The yield is 75.8%. As a reaction SMILES: [Cl:1][CH2:2][C:3](Cl)=[O:4].[F:6][C:7]1[CH:13]=[CH:12][C:10]([NH2:11])=[CH:9][CH:8]=1.O>C1(C)C=CC=CC=1>[Cl:1][CH2:2][C:3]([NH:11][C:10]1[CH:12]=[CH:13][C:7]([F:6])=[CH:8][CH:9]=1)=[O:4]. Procedure details: Chloroacetyl chloride (0.60 ml, 7.54 mmol) was dissolved in toluene (6 ml), and the solution was added with 4-fluoroaniline (0.72 ml, 7.52 mmol) at room temperature and stirred at the same temperature for 1 hour. The reaction mixture was added with water and extracted with ethyl acetate, and the extract was washed with saturated brine and dried over magnesium sulfate. Insoluble solids were removed by filtration and the filtrate was evaporated under reduced pressure to obtain the title compound a... Reactants: CC(C)([O-])C.[Na+] (Sodium t-butoxide), O1CCCC1 (tetrahydrofuran), [I-].C[S+](C)C (Trimethylsulfonium iodide), OC(S(=O)(=O)[O-])C=1C(=NC=CC1)OCC1=CC=C(C=C1)OCC=1N=C(OC1C)C1=CC=CC=C1.[Na+] (sodium hydroxy[2-({4-[(5-methyl-2-phenyl-4-oxazolyl)methoxy]benzyl}oxy)pyridin-3-yl]methanesulfonate). Run in O (water), CS(=O)C (dimethyl sulfoxide), CS(=O)C (dimethyl sulfoxide). Reaction conditions: time 50 minute. Yields the product CC1=C(N=C(O1)C1=CC=CC=C1)COC1=CC=C(COC2=NC=CC=C2C2OC2)C=C1 (2-({4-[(5-methyl-2-phenyl-4-oxazolyl)methoxy]benzyl}oxy)-3-oxiran-2-ylpyridine). As a reaction SMILES: C[C:2]([CH3:5])([O-:4])[CH3:3].[Na+].O1CCCC1.[I-].C[S+](C)C.OC(C1[C:24]([O:29][CH2:30][C:31]2[CH:36]=[CH:35][C:34]([O:37][CH2:38][C:39]3[N:40]=[C:41]([C:45]4[CH:50]=[CH:49][CH:48]=[CH:47][CH:46]=4)[O:42][C:43]=3[CH3:44])=[CH:33][CH:32]=2)=[N:25][CH:26]=[CH:27][CH:28]=1)S([O-])(=O)=O.[Na+]>CS(C)=O.O>[CH3:44][C:43]1[O:42][C:41]([C:45]2[CH:46]=[CH:47][CH:48]=[CH:49][CH:50]=2)=[N:40][C:39]=1[CH2:38][O:37][C:34]1[CH:33]=[CH:32][C:31]([CH2:30][O:29][C:24]2[C:3]([CH:2]3[CH2:5][O:4]3)=[CH:28][CH:27]=[CH:26][N:25]=2)=[CH:36][CH:35]=1 |f:0.1,3.4,5.6|. Procedure: Sodium t-butoxide (2.86 g) was added to dimethyl sulfoxide (20 ml), and after stirring at room temperature for 50 min., tetrahydrofuran (30 ml) was added and ice-cooled. Trimethylsulfonium iodide (4.04 g) was added to the mixture, and after stirring under ice-cooling for 10 min., a solution of sodium hydroxy[2-({4-[(5-methyl-2-phenyl-4-oxazolyl)methoxy]benzyl}oxy)pyridin-3-yl]methanesulfonate (5 g) in dimethyl sulfoxide (15 ml) was dropwise added under ice-cooling and the mixture was stirred und... Starting materials: COC=1C=C(C=CC1OC)C1CNCCC1 (3-(3',4'-dimethoxyphenyl)-piperidine), C(C)(C)I (isopropyl iodide). The reagents and catalysts are [Ag]=O (silver oxide). Run in CC(=O)C (acetone). Reaction conditions: temperature 20 celsius, time 24 hour. The product is C(C)(C)N1CC(CCC1)C1=CC(=C(C=C1)OC)OC (N-isopropyl-3-(3',4'-dimethoxyphenyl)-piperidine). RXN SMILES: [CH3:1][O:2][C:3]1[CH:4]=[C:5]([CH:11]2[CH2:16][CH2:15][CH2:14][NH:13][CH2:12]2)[CH:6]=[CH:7][C:8]=1[O:9][CH3:10].[CH:17](I)([CH3:19])[CH3:18]>CC(C)=O.[Ag]=O>[CH:17]([N:13]1[CH2:14][CH2:15][CH2:16][CH:11]([C:5]2[CH:6]=[CH:7][C:8]([O:9][CH3:10])=[C:3]([O:2][CH3:1])[CH:4]=2)[CH2:12]1)([CH3:19])[CH3:18]. Procedure details: 2.5 g of silver oxide were added to a solution of 5 g of 3-(3',4'-dimethoxyphenyl)-piperidine in 25 ml of acetone and then 2.5 ml of isopropyl iodide were added dropwise. The mixture was stirred at 20° C for 24 hours and was filtered. The filtrate was evaporated to dryness and the residue was chromatographed over silica gel. Elution with a 6-3-1 cyclohexane-chloroform-triethylamine mixture yielded 4.8 g of N-isopropyl-3-(3',4'-dimethoxyphenyl)-piperidine. The reactants are atmosphere, C1(CCCCC1)N=C=O (cyclohexylisocyanate), NCCCN1CCCC1 (1-(3-aminopropyl)pyrrolidine). RXN SMILES: [CH:1]1([N:7]=[C:8]=[O:9])[CH2:6][CH2:5][CH2:4][CH2:3][CH2:2]1.[NH2:10][CH2:11][CH2:12][CH2:13][N:14]1[CH2:18][CH2:17][CH2:16][CH2:15]1>C(#N)C>[CH:1]1([NH:7][C:8]([NH:10][CH2:11][CH2:12][CH2:13][N:14]2[CH2:18][CH2:17][CH2:16][CH2:15]2)=[O:9])[CH2:6][CH2:5][CH2:4][CH2:3][CH2:2]1. Procedure details: In an argon atmosphere 10 mmol of cyclohexylisocyanate was added slowly to 10 mmol of 1-(3-aminopropyl)pyrrolidine in 10 ml of acetonitrile. The product precipitated instantly as a pure white solid. The solvent was removed under reduced pressure and the product was crystallized with oxalic acid from diethyl ether/ethanol. The product is C1(CCCCC1)NC(=O)NCCCN1CCCC1 (N-Cyclohexyl-N′-(1-pyrrolidinyl-3-propyl)urea). The solvent is C(C)#N (acetonitrile). Starting materials: CC(C)(C)C1N(CCN(C1)CC(OC)C1=C(C2=C(C(OC2)=O)C=C1)C)C(=O)[O-] (1,1-Dimethylethyl-4-[2-(4-methyl-1-oxo-1,3-dihydro-2-benzofuran-5-yl)-2-(methyloxy)ethyl]-piperazine-1-carboxylate), Cl (HCl). Run in O1CCOCC1 (dioxane). Conditions: time 1 hour. The product is Cl.CC1=C(C=CC=2C(OCC21)=O)C(CN2CCNCC2)OC (4-methyl-5-[1-(methyloxy)-2-piperazin-1-ylethyl]-2-benzofuran-1(3H)-one hydrochloride). RXN SMILES: CC([CH:5]1[CH2:10][N:9]([CH2:11][CH:12]([C:15]2[CH:24]=[CH:23][C:18]3[C:19](=[O:22])[O:20][CH2:21][C:17]=3[C:16]=2[CH3:25])[O:13][CH3:14])[CH2:8][CH2:7][N:6]1C([O-])=O)(C)C.[ClH:29]>O1CCOCC1>[ClH:29].[CH3:25][C:16]1[C:17]2[CH2:21][O:20][C:19](=[O:22])[C:18]=2[CH:23]=[CH:24][C:15]=1[CH:12]([O:13][CH3:14])[CH2:11][N:9]1[CH2:10][CH2:5][NH:6][CH2:7][CH2:8]1 |f:3.4|. Procedure: 1,1-Dimethylethyl-4-[2-(4-methyl-1-oxo-1,3-dihydro-2-benzofuran-5-yl)-2-(methyloxy)ethyl]-piperazine-1-carboxylate was treated with 4M HCl in dioxane (4 mL) and stirred at room temperature for 1 h. The reaction mixture was concentrated to dryness. Analysis by LC indicated complete removal of the Boc group and formation of compound 4-methyl-5-[1-(methyloxy)-2-piperazin-1-ylethyl]-2-benzofuran-1(3H)-one hydrochloride. 1H-NMR (DMSO, 500 MHz), δ 7.747 (d, J=7.5 Hz, 1H), 7.577 (d, J=7.5 Hz, 1H), 5.40...